This data is from the Open Reaction Database (ORD), a public repository of structured organic reaction records. The task is: describe an organic reaction: reactants, conditions, products, and yield The reactants are Oc1cccc(Br)c1, O=C([O-])[O-], Cl, [K+], [K+], CN(C)C=O, ClCc1ccccn1. The product is Brc1cccc(OCc2ccccn2)c1. Reaction SMILES: [Br:1][c:2]1[cH:3][c:4]([OH:8])[cH:5][cH:6][cH:7]1.[C:18](=[O:19])([O-:20])[O-:21].[ClH:9].[K+:22].[K+:23].[O:24]=[CH:25][N:26]([CH3:27])[CH3:28].[c:10]1([CH2:16][Cl:17])[cH:11][cH:12][cH:13][cH:14][n:15]1>>[Br:1][c:2]1[cH:3][c:4]([O:8][CH2:16][c:10]2[cH:11][cH:12][cH:13][cH:14][n:15]2)[cH:5][cH:6][cH:7]1.